This data is from the Open Reaction Database (ORD), a public repository of structured organic reaction records. The task is: describe an organic reaction: reactants, conditions, products, and yield The reactants are C(C)OC(=O)C=1NC2=CC=CC(=C2C1)O (4-Hydroxy-1H-indole-2-carboxylic acid ethyl ester), FC1=C(C=CC=C1)[N+](=O)[O-] (2-fluoro-nitro-benzene), C([O-])([O-])=O.[K+].[K+] (potassium carbonate). Run in CN(C=O)C (dimethylformamide). Product: C(C)OC(=O)C=1NC2=CC=CC(=C2C1)OC1=C(C=CC=C1)[N+](=O)[O-] (4-(2-Nitro-phenoxy)-1H-indole-2-carboxylic acid ethyl ester). RXN SMILES: [CH2:1]([O:3][C:4]([C:6]1[NH:7][C:8]2[C:13]([CH:14]=1)=[C:12]([OH:15])[CH:11]=[CH:10][CH:9]=2)=[O:5])[CH3:2].F[C:17]1[CH:22]=[CH:21][CH:20]=[CH:19][C:18]=1[N+:23]([O-:25])=[O:24].C(=O)([O-])[O-].[K+].[K+]>CN(C)C=O>[CH2:1]([O:3][C:4]([C:6]1[NH:7][C:8]2[C:13]([CH:14]=1)=[C:12]([O:15][C:17]1[CH:22]=[CH:21][CH:20]=[CH:19][C:18]=1[N+:23]([O-:25])=[O:24])[CH:11]=[CH:10][CH:9]=2)=[O:5])[CH3:2] |f:2.3.4|. Reported procedure: 4-Hydroxy-1H-indole-2-carboxylic acid ethyl ester (0.5 g, 2.436 mmol) and 2-fluoro-nitro-benzene (0.257 ml, 2.436 mmol) are dissolved in 10 ml of dimethylformamide. After addition of potassium carbonate (0.67 g, 4.87 mmol) the mixture is stirred over night at room temperature. Then the reaction mixture is evaporated under reduced pressure, dissolved with ethyl acetate and washed with water. The organic layers are dried over sodium sulfate and evaporated. The crude product is used in the next ste... The product is CC12CCC(=O)CC1CCC1C2CCC2(C)C1CCC2(C)O. Reaction SMILES: [CH3:1][OH:2].[Cl:25][CH:26]([Cl:27])[Cl:28].[OH:3][C:4]1([CH3:24])[C:5]2([CH3:6])[CH:7]([CH2:8][CH2:9]1)[CH:10]1[CH2:11][CH2:12][CH:13]3[CH2:14][C:15](=[O:23])[CH:16]=[CH:17][C:18]3([CH3:19])[CH:20]1[CH2:21][CH2:22]2>>[OH:3][C:4]1([CH3:24])[C:5]2([CH3:6])[CH:7]([CH2:8][CH2:9]1)[CH:10]1[CH2:11][CH2:12][CH:13]3[CH2:14][C:15](=[O:23])[CH2:16][CH2:17][C:18]3([CH3:19])[CH:20]1[CH2:21][CH2:22]2. Reactants: CO, ClC(Cl)Cl, CC12C=CC(=O)CC1CCC1C2CCC2(C)C1CCC2(C)O. Reactants: CC1=NN(C2=CC=C(C(=C12)C=1N=C(C2=C(N1)CCNC2)N2CC([C@@H](CC2)OC)(C)C)C)S(=O)(=O)C2=CC=C(C)C=C2 ((R)-2-(3,5-dimethyl-1-tosyl-1H-indazol-4-yl)-4-(4-methoxy-3,3-dimethylpiperidin-1-yl)-5,6,7,8-tetrahydropyrido[4,3-d]pyrimidine), ClC1=C(C(=NN1C)C(F)F)C=O (5-chloro-3-(difluoromethyl)-1-methyl-1H-pyrazole-4-carbaldehyde), [F-].[Cs+] (cesium fluoride). Solvent: CC(=O)N(C)C (DMA). Reaction conditions: temperature 140 celsius. Yields the product FC(C1=NN(C(=C1C=O)N1CC2=C(N=C(N=C2N2CC([C@@H](CC2)OC)(C)C)C2=C3C(=NN(C3=CC=C2C)S(=O)(=O)C2=CC=C(C)C=C2)C)CC1)C)F ((R)-3-(difluoromethyl)-5-(2-(3,5-dimethyl-1-tosyl-1H-indazol-4-yl)-4-(4-methoxy-3,3-dimethylpiperidin-1-yl)-7,8-dihydropyrido[4,3-d]pyrimidin-6(5H)-yl)-1-methyl-1H-pyrazole-4-carbaldehyde). Reaction SMILES: [CH3:1][C:2]1[C:10]2[C:5](=[CH:6][CH:7]=[C:8]([CH3:31])[C:9]=2[C:11]2[N:12]=[C:13]([N:21]3[CH2:26][CH2:25][C@@H:24]([O:27][CH3:28])[C:23]([CH3:30])([CH3:29])[CH2:22]3)[C:14]3[CH2:20][NH:19][CH2:18][CH2:17][C:15]=3[N:16]=2)[N:4]([S:32]([C:35]2[CH:41]=[CH:40][C:38]([CH3:39])=[CH:37][CH:36]=2)(=[O:34])=[O:33])[N:3]=1.Cl[C:43]1[N:47]([CH3:48])[N:46]=[C:45]([CH:49]([F:51])[F:50])[C:44]=1[CH:52]=[O:53].[F-].[Cs+]>CC(N(C)C)=O>[F:51][CH:49]([F:50])[C:45]1[C:44]([CH:52]=[O:53])=[C:43]([N:19]2[CH2:18][CH2:17][C:15]3[N:16]=[C:11]([C:9]4[C:8]([CH3:31])=[CH:7][CH:6]=[C:5]5[C:10]=4[C:2]([CH3:1])=[N:3][N:4]5[S:32]([C:35]4[CH:41]=[CH:40][C:38]([CH3:39])=[CH:37][CH:36]=4)(=[O:33])=[O:34])[N:12]=[C:13]([N:21]4[CH2:26][CH2:25][C@@H:24]([O:27][CH3:28])[C:23]([CH3:30])([CH3:29])[CH2:22]4)[C:14]=3[CH2:20]2)[N:47]([CH3:48])[N:46]=1 |f:2.3|. Procedure details: A mixture of (R)-2-(3,5-dimethyl-1-tosyl-1H-indazol-4-yl)-4-(4-methoxy-3,3-dimethylpiperidin-1-yl)-5,6,7,8-tetrahydropyrido[4,3-d]pyrimidine (320 mg, 0.557 mmol), 5-chloro-3-(difluoromethyl)-1-methyl-1H-pyrazole-4-carbaldehyde (217 mg, 1.114 mmol) and cesium fluoride (169 mg, 1.114 mmol) in DMA (2.2 mL) was heated at 140° C. for 1.5 h. The reaction mixture was then partitioned between EtOAc and water. The aqueous layer was extracted with EtOAc (2×). The combined organics were washed with brine, ... The reactants are Cl.NC1=CC(=NN1C(=N)N)C1=CC=C(C=C1)[N+](=O)[O-] (5-amino-3-(4-nitrophenyl)-1H-pyrazole-1-carboxamidine hydrochloride), [H][H] (hydrogen). Reagents/catalysts: [C].[Pd] (palladium-carbon). The solvent is CO (methanol). Yields the product Cl.Cl.NC1=CC(=NN1C(=N)N)C1=CC=C(C=C1)N (5-amino-3- (4-aminophenyl)-1H-pyrazole-1-carboxamidine dihydrochloride). Isolated yield 130.3%. Reaction SMILES: [ClH:1].[NH2:2][C:3]1[N:7]([C:8]([NH2:10])=[NH:9])[N:6]=[C:5]([C:11]2[CH:16]=[CH:15][C:14]([N+:17]([O-])=O)=[CH:13][CH:12]=2)[CH:4]=1.[H][H]>CO.[C].[Pd]>[ClH:1].[ClH:1].[NH2:2][C:3]1[N:7]([C:8]([NH2:10])=[NH:9])[N:6]=[C:5]([C:11]2[CH:16]=[CH:15][C:14]([NH2:17])=[CH:13][CH:12]=2)[CH:4]=1 |f:0.1,4.5,6.7.8|. Procedure: A catalytic amount of 10% palladium-carbon was added to a solution of 0.24 g of 5-amino-3-(4-nitrophenyl)-1H-pyrazole-1-carboxamidine hydrochloride in 40 ml of methanol and stirred for 30 minutes in a hydrogen atmosphere of normal pressure at room temperature. The reaction solution was filtered to remove the insoluble solids therefrom, and 0.5 ml of 4N hydrochloric acid-dioxane were added thereto. The solvents were removed by distillation under reduced pressure, and the resulting residue was rec...